Dataset: the Open Reaction Database (ORD), a public repository of structured organic reaction records. Task: describe an organic reaction: reactants, conditions, products, and yield Starting materials: CO, CC(C)OC(C)C, CCOC(=O)C1Oc2cc(C=O)c(Cl)c(Cl)c2O1, [Li+], [OH-], O. Product: O=Cc1cc2c(c(Cl)c1Cl)OC(C(=O)[O-])O2, [Li+]. RXN SMILES: [CH3:29][OH:30].[CH:22]([O:23][CH:24]([CH3:25])[CH3:26])([CH3:27])[CH3:28].[Cl:4][c:5]1[c:6]([Cl:21])[c:7]([CH:19]=[O:20])[cH:8][c:9]2[c:13]1[O:12][CH:11]([C:14](=[O:15])[O:16][CH2:17][CH3:18])[O:10]2.[Li+:3].[OH-:2].[OH2:1]>>[Cl:4][c:5]1[c:6]([Cl:21])[c:7]([CH:19]=[O:20])[cH:8][c:9]2[c:13]1[O:12][CH:11]([C:14](=[O:15])[O-:16])[O:10]2.[Li+:3]. The reactants are S(O)(O)(=O)=O (sulfuric acid), COC(=O)C=1C=C(C2=C(S(CC3=C(N2)C(=CC=C3)Cl)(=O)=O)C1)C (4-Chloro-6-methyl-10,10-dioxo-10,11-dihydro-5H-10lambda*6*-thia-5-aza-dibenzo[a,d]-cycloheptene-8-carboxylic acid methylester), [N+](=O)(O)[O-] (nitric acid). Run in O (water). Reaction conditions: temperature 0 celsius, time 1.5 hour. Yields the product COC(=O)C=1C=C(C2=C(S(CC3=C(N2)C(=CC(=C3)[N+](=O)[O-])Cl)(=O)=O)C1)C (4-Chloro-6-methyl-2-nitro-10,10-dioxo-10,11-dihydro-5H-10lambda*6*-thia-5-aza-dibenzo[a,d]-cycloheptene-8-carboxylic acid methylester). As a reaction SMILES: S(=O)(=O)(O)O.[CH3:6][O:7][C:8]([C:10]1[CH:11]=[C:12]([CH3:28])[C:13]2[NH:19][C:18]3[C:20]([Cl:24])=[CH:21][CH:22]=[CH:23][C:17]=3[CH2:16][S:15](=[O:26])(=[O:25])[C:14]=2[CH:27]=1)=[O:9].[N+:29]([O-])([OH:31])=[O:30]>O>[CH3:6][O:7][C:8]([C:10]1[CH:11]=[C:12]([CH3:28])[C:13]2[NH:19][C:18]3[C:20]([Cl:24])=[CH:21][C:22]([N+:29]([O-:31])=[O:30])=[CH:23][C:17]=3[CH2:16][S:15](=[O:25])(=[O:26])[C:14]=2[CH:27]=1)=[O:9]. Procedure: Cooled sulfuric acid (1 mL) was added to a solution of compound of Example 37e (0.3 g, 0.85 mmol) in concentrated nitric acid (10 mL) at 0° C. The reaction mixture was stirred at 0° C. for 1.5 h. The reaction mixture was slowly poured in cold water (100 mL), solid obtained was filtered, washed with water till pH was neutral. Solid obtained was crystallized using ethyl acetate/pet. ether 60-80° C. to obtain the title compound. Yield: 0.31 g, (91.70%); 1H NMR (DMSO-d6, 300 MHz): δ 2.70 (s, 3H, CH3...